From a dataset of the Open Reaction Database (ORD), a public repository of structured organic reaction records. describe an organic reaction: reactants, conditions, products, and yield The reactants are Cl.N1(CCCCC1)C(=O)OCC1NCCNC1 (2-(1′-piperidinocarbonyloxymethyl)piperazine hydrochloride), COC=1C=C(C(=O)Cl)C=C(C1OC)OC (3,4,5-trimethoxybenzoyl chloride). Product: COC=1C=C(C(=O)N2C(CN(CC2)C(C2=CC(=C(C(=C2)OC)OC)OC)=O)COC(=O)N2CCCCC2)C=C(C1OC)OC (1,4-bis(3′,4′,5′-trimethoxybenzoyl)-2-(1′-piperidinocarbonyloxymethyl)piperazine). Isolated yield 68.5%. Reaction SMILES: Cl.[N:2]1([C:8]([O:10][CH2:11][CH:12]2[CH2:17][NH:16][CH2:15][CH2:14][NH:13]2)=[O:9])[CH2:7][CH2:6][CH2:5][CH2:4][CH2:3]1.[CH3:18][O:19][C:20]1[CH:21]=[C:22]([CH:26]=[C:27]([O:31][CH3:32])[C:28]=1[O:29][CH3:30])[C:23](Cl)=[O:24]>>[CH3:18][O:19][C:20]1[CH:21]=[C:22]([CH:26]=[C:27]([O:31][CH3:32])[C:28]=1[O:29][CH3:30])[C:23]([N:13]1[CH2:14][CH2:15][N:16]([C:23](=[O:24])[C:22]2[CH:21]=[C:20]([O:19][CH3:18])[C:28]([O:29][CH3:30])=[C:27]([O:31][CH3:32])[CH:26]=2)[CH2:17][CH:12]1[CH2:11][O:10][C:8]([N:2]1[CH2:3][CH2:4][CH2:5][CH2:6][CH2:7]1)=[O:9])=[O:24] |f:0.1|. Procedure: Working again according to a protocol identical to the one used in step 1.3 of Example 1, followed by treating, under the same conditions as those of step 1.4 of Example 1, 0.5 g of 2-(1′-piperidinocarbonyloxymethyl)piperazine hydrochloride with 1.1 g of 3,4,5-trimethoxybenzoyl chloride, 0.8 g of 1,4-bis(3′,4′,5′-trimethoxybenzoyl)-2-(1′-piperidinocarbonyloxymethyl)piperazine is obtained. Yield: 56%. Melting point: 146.7° C.